This data is from the Open Reaction Database (ORD), a public repository of structured organic reaction records. The task is: describe an organic reaction: reactants, conditions, products, and yield Reactants: Cl.ClC=1C=CC(=NC1)NC(C(=O)N[C@@H]1[C@@H](C[C@H](CC1)C(=O)N(C)C)NC(=O)C1=CC2=C(C=N1)CNC2)=O (N1-(5-chloro-2-pyridinyl)-N2-{(1S,2R,4S)-2-[(2,3-dihydro-1H-pyrrolo[3,4-c]pyridine-6-ylcarbonyl)amino]-4-[(dimethylamino)carbonyl]cyclohexyl}ethanediamide hydrochloride), C=O (formalin). Yields the product Cl.ClC=1C=CC(=NC1)NC(C(=O)N[C@@H]1[C@@H](C[C@H](CC1)C(=O)N(C)C)NC(=O)C1=CC2=C(C=N1)CN(C2)C)=O (N1-(5-chloro-2-pyridinyl)-N2-((1S,2R,4S)-4-[(dimethylamino)carbonyl]-2-{[(2-methyl-2,3-dihydro-1H-pyrrolo[3,4-c]pyridine-6-yl)carbonyl]amino}cyclohexyl)ethanediamide hydrochloride). RXN SMILES: Cl.[Cl:2][C:3]1[CH:4]=[CH:5][C:6]([NH:9][C:10](=[O:37])[C:11]([NH:13][C@H:14]2[CH2:19][CH2:18][C@H:17]([C:20]([N:22]([CH3:24])[CH3:23])=[O:21])[CH2:16][C@H:15]2[NH:25][C:26]([C:28]2[N:33]=[CH:32][C:31]3[CH2:34][NH:35][CH2:36][C:30]=3[CH:29]=2)=[O:27])=[O:12])=[N:7][CH:8]=1.[CH2:38]=O>>[ClH:2].[Cl:2][C:3]1[CH:4]=[CH:5][C:6]([NH:9][C:10](=[O:37])[C:11]([NH:13][C@H:14]2[CH2:19][CH2:18][C@H:17]([C:20]([N:22]([CH3:23])[CH3:24])=[O:21])[CH2:16][C@H:15]2[NH:25][C:26]([C:28]2[N:33]=[CH:32][C:31]3[CH2:34][N:35]([CH3:38])[CH2:36][C:30]=3[CH:29]=2)=[O:27])=[O:12])=[N:7][CH:8]=1 |f:0.1,3.4|. Procedure: In a manner similar to that employed in Example 18, the title compound was prepared from the compound obtained in Example 339 and formalin. Reaction SMILES: [C:40]([O:41][BH-:42]([O:43][C:44](=[O:45])[CH3:46])[O:47][C:48](=[O:49])[CH3:50])(=[O:51])[CH3:52].[C:54](=[O:55])([O-:56])[OH:57].[CH3:66][C:67](=[O:68])[OH:69].[CH:62]([Cl:63])([Cl:64])[Cl:65].[Cl:59][CH2:60][Cl:61].[Na+:53].[Na+:58].[O:15]1[CH2:16][CH2:17][O:18][c:19]2[c:20]1[cH:21][cH:22][c:23]([CH2:25][N:26]([C:27]([O:28][C:29]([CH3:30])([CH3:31])[CH3:32])=[O:33])[CH:34]1[CH2:35][CH2:36][NH:37][CH2:38][CH2:39]1)[cH:24]2.[O:1]=[c:2]1[n:3]([CH2:12][CH:13]=[O:14])[c:4]2[cH:5][cH:6][n:7][cH:8][c:9]2[cH:10][cH:11]1>>[O:1]=[c:2]1[n:3]([CH2:12][CH2:13][N:37]2[CH2:36][CH2:35][CH:34]([N:26]([CH2:25][c:23]3[cH:22][cH:21][c:20]4[c:19]([cH:24]3)[O:18][CH2:17][CH2:16][O:15]4)[C:27]([O:28][C:29]([CH3:30])([CH3:31])[CH3:32])=[O:33])[CH2:39][CH2:38]2)[c:4]2[cH:5][cH:6][n:7][cH:8][c:9]2[cH:10][cH:11]1. The product is CC(C)(C)OC(=O)N(Cc1ccc2c(c1)OCCO2)C1CCN(CCn2c(=O)ccc3cnccc32)CC1. Starting materials: CC(=O)O[BH-](OC(C)=O)OC(C)=O, O=C([O-])O, CC(=O)O, ClC(Cl)Cl, ClCCl, [Na+], [Na+], CC(C)(C)OC(=O)N(Cc1ccc2c(c1)OCCO2)C1CCNCC1, O=CCn1c(=O)ccc2cnccc21. The reactants are FC(F)(F)c1cccc(-c2cnc(Cl)nn2)c1, NN, O, c1ccncc1. The product is NNc1ncc(-c2cccc(C(F)(F)F)c2)nn1. As a reaction SMILES: [Cl:1][c:2]1[n:3][n:4][c:5](-[c:8]2[cH:9][c:10]([C:14]([F:15])([F:16])[F:17])[cH:11][cH:12][cH:13]2)[cH:6][n:7]1.[NH2:19][NH2:20].[OH2:18].[cH:21]1[cH:22][cH:23][n:24][cH:25][cH:26]1>>[c:2]1([NH:19][NH2:20])[n:3][n:4][c:5](-[c:8]2[cH:9][c:10]([C:14]([F:15])([F:16])[F:17])[cH:11][cH:12][cH:13]2)[cH:6][n:7]1. The reactants are C(C)(=O)OC(CCC=1C(CCC1)=O)CCCCC (2-(3-acetoxyoctyl)cyclopent-2-enone), OO (hydrogen peroxide), [OH-].[Na+] (sodium hydroxide). Solvent: CO (methanol). Conditions: time 18 hour. Product: C(C)(=O)OC(CCC12C(CCC1O2)=O)CCCCC (2-(3-acetoxyoctyl)-2,3-epoxycyclopentanone). As a reaction SMILES: [C:1]([O:4][CH:5]([CH2:14][CH2:15][CH2:16][CH2:17][CH3:18])[CH2:6][CH2:7][C:8]1[C:9](=[O:13])[CH2:10][CH2:11][CH:12]=1)(=[O:3])[CH3:2].[OH:19]O.[OH-].[Na+]>CO>[C:1]([O:4][CH:5]([CH2:14][CH2:15][CH2:16][CH2:17][CH3:18])[CH2:6][CH2:7][C:8]12[O:19][CH:12]1[CH2:11][CH2:10][C:9]2=[O:13])(=[O:3])[CH3:2] |f:2.3|. Reported procedure: A stirred solution of 2-(3-acetoxyoctyl)cyclopent-2-enone (31.8 g.) [prepared as described in (f) above] in methanol (700 ml.) was treated slowly with aqueous hydrogen peroxide solution (45 ml. of "100 vol." solution) and aqueous 4N sodium hydroxide solution (15 ml.) at 5° to 10° C. and allowed to stand at room temperature for 18 hours. The solution was concentrated in vacuo (to about 100 ml. volume), and water (100 ml.) was added to the residue. The mixture was extracted with chloroform and the... Reactants: FC=1C=C(CNC(=O)NC=2SC=C(N2)CI)C=CC1 (1-(3-fluorobenzyl)-3-(4-(iodomethyl)thiazol-2-yl)urea), [Na].CC=1C(=NC=CN1)O (3-methylpyrazin-2-ol sodium salt), O (Water). The solvent is CN(C=O)C (N,N-dimethylformamide). Conditions: time 8 hour. Product: FC=1C=C(CNC(=O)NC=2SC=C(N2)COC2=NC=CN=C2C)C=CC1 (1-(3-fluorobenzyl)-3-(4-((3-methylpyrazin-2-yloxy)methyl)thiazol-2-yl)urea). RXN SMILES: [F:1][C:2]1[CH:3]=[C:4]([CH:17]=[CH:18][CH:19]=1)[CH2:5][NH:6][C:7]([NH:9][C:10]1[S:11][CH:12]=[C:13]([CH2:15]I)[N:14]=1)=[O:8].[Na].[CH3:21][C:22]1[C:23]([OH:28])=[N:24][CH:25]=[CH:26][N:27]=1.O>CN(C)C=O>[F:1][C:2]1[CH:3]=[C:4]([CH:17]=[CH:18][CH:19]=1)[CH2:5][NH:6][C:7]([NH:9][C:10]1[S:11][CH:12]=[C:13]([CH2:15][O:28][C:23]2[C:22]([CH3:21])=[N:27][CH:26]=[CH:25][N:24]=2)[N:14]=1)=[O:8] |f:1.2,^1:19|. Procedure details: 1-(3-fluorobenzyl)-3-(4-(iodomethyl)thiazol-2-yl)urea (1.0 mmol) and excess of 3-methylpyrazin-2-ol sodium salt were dissolved in N,N-dimethylformamide (3 ml). The mixture was stirred overnight. Water (20 ml) was added and the product was extracted three times with dichloromethane. The organic was dried over Na2SO4, filtered, and concentrated. The crude was purified by column chromatography using 0-70% gradient of saturated ammonia/MeOH and dichloromethane. 1H NMR (400 MHz, DMSO-d6): 10.73 (s, 1...